From a dataset of the Open Reaction Database (ORD), a public repository of structured organic reaction records. describe an organic reaction: reactants, conditions, products, and yield The product is NC=1NC(C(=C(N1)C(C#N)CC=1OC=CC1)[N+](=O)[O-])=O (2-Amino-α-(2-Furanylmethyl)-1, 6-dihydro-5-nitro-6-oxo-4-pyrimidineacetonitrile). As a reaction SMILES: [NH2:1][C:2]1[NH:3][C:4](=[O:25])[C:5]([N+:22]([O-:24])=[O:23])=[C:6]([C:8]([C:20]#[N:21])([CH2:14][C:15]2[O:16][CH:17]=[CH:18][CH:19]=2)C(OCC)=O)[N:7]=1.Cl>[OH-].[Na+]>[NH2:1][C:2]1[NH:3][C:4](=[O:25])[C:5]([N+:22]([O-:24])=[O:23])=[C:6]([CH:8]([CH2:14][C:15]2[O:16][CH:17]=[CH:18][CH:19]=2)[C:20]#[N:21])[N:7]=1 |f:2.3|. Run at time 2 minute. Starting materials: NC=1NC(C(=C(N1)C(C(=O)OCC)(CC=1OC=CC1)C#N)[N+](=O)[O-])=O (2-Amino-α-cyano-α(2-furanyl-methyl)-1,6-dihydro-5-nitro-6-oxo-4-pyrimidineacetic acid, ethyl ester), Cl (HCl). The solvent is [OH-].[Na+] (NaOH). Procedure details: A solution of 2-Amino-α-cyano-α(2-furanyl-methyl)-1,6-dihydro-5-nitro-6-oxo-4-pyrimidineacetic acid, ethyl ester (5.0 g) in 1N NaOH (200 mL) is stirred at room temperature for 2 h. The reaction mixture is acidified (pH 1) by the dropwise addition of conc HCl and is stirred at room temperature for 2 min. The precipitate is collected by filtration, washed with water, and dried to give 2-Amino-α-(2-Furanylmethyl)-1, 6-dihydro-5-nitro-6-oxo-4-pyrimidineacetonitrile (3.02 g73%). ##STR21## The reactants are mercuric oxide, OCCCCN1N=C(C=C1)NC(=S)NC1=CC=CC=C1 (1-(4-hydroxybutyl)-3-(3-phenylthioureido)pyrazole), N (ammonia). Run at time 48 hour. Product: OCCCCN1N=C(C=C1)NC(=NC1=CC=CC=C1)N (1-(4-hydroxybutyl)-3-(2-phenylguanidino)pyrazole). Isolated yield 100.0%. As a reaction SMILES: [OH:1][CH2:2][CH2:3][CH2:4][CH2:5][N:6]1[CH:10]=[CH:9][C:8]([NH:11][C:12]([NH:14][C:15]2[CH:20]=[CH:19][CH:18]=[CH:17][CH:16]=2)=S)=[N:7]1.[NH3:21]>>[OH:1][CH2:2][CH2:3][CH2:4][CH2:5][N:6]1[CH:10]=[CH:9][C:8]([NH:11][C:12]([NH2:21])=[N:14][C:15]2[CH:20]=[CH:19][CH:18]=[CH:17][CH:16]=2)=[N:7]1. Procedure: Yellow mercuric oxide (0.295 g.) was added to a solution of 1-(4-hydroxybutyl)-3-(3-phenylthioureido)pyrazole (100 mg.) in ethanolic ammonia (6 M; 10 ml.). The mixture was stirred at room temperature for 48 hours, centrifuged to remove the precipitated mercuric sulphide, and the supernatant evaporated to dryness in vacuo to give 1-(4-hydroxybutyl)-3-(2-phenylguanidino)pyrazole (98 mg; 100%) having the following n.m.r. spectrum in d6DMSO: 7.3 (br m, 9H); 5.7 (d, 1H); 4.2 (br m, 1H); 3.9 (t, 2H); ... The reactants are C(=O)(O)CON=C(C(=O)NC1[C@@H]2N(C(=C(CS2)C=C)C(=S)O)C1=O)C=1N=C(SC1)NC(C(F)(F)F)=O (7-[2-carboxymethoxyimino-2-{2-(2,2,2-trifluoroacetamido)thiazol-4-yl}acetamido]-3-vinylthio-3-cephem-4-carboxylic acid), C(C)(=O)[O-].[Na+] (sodium acetate), Cl (hydrochloric acid). The solvent is O (water). Product: NC=1SC=C(N1)C(C(=O)NC1[C@@H]2N(C(=C(CS2)C=C)C(=S)O)C1=O)=NOCC(=O)O (7-[2-(2-aminothiazol-4-yl)-2-carboxymethoxyiminoacetamido]-3-vinylthio-3-cephem-4-carboxylic acid). Yield: 83.1%. Reaction SMILES: [C:1]([CH2:4][O:5][N:6]=[C:7]([C:25]1[N:26]=[C:27]([NH:30]C(=O)C(F)(F)F)[S:28][CH:29]=1)[C:8]([NH:10][CH:11]1[C:23](=[O:24])[N:13]2[C:14]([C:20]([OH:22])=[S:21])=[C:15]([CH:18]=[CH2:19])[CH2:16][S:17][C@H:12]12)=[O:9])([OH:3])=[O:2].C([O-])(=O)C.[Na+].Cl>O>[NH2:30][C:27]1[S:28][CH:29]=[C:25]([C:7](=[N:6][O:5][CH2:4][C:1]([OH:3])=[O:2])[C:8]([NH:10][CH:11]2[C:23](=[O:24])[N:13]3[C:14]([C:20]([OH:22])=[S:21])=[C:15]([CH:18]=[CH2:19])[CH2:16][S:17][C@H:12]23)=[O:9])[N:26]=1 |f:1.2|. Reported procedure: A solution of 7-[2-carboxymethoxyimino-2-{2-(2,2,2-trifluoroacetamido)thiazol-4-yl}acetamido]-3-vinylthio-3-cephem-4-carboxylic acid (syn isomer) (1 g) and sodium acetate (1.41 g) in water (21 ml) was stirred at ambient temperature over night. The mixture was adjusted to pH 2 with 1N hydrochloric acid to give a precipitate. The precipitate was collected by filtration, washed with water and dried over phosphorus pentoxide to give 7-[2-(2-aminothiazol-4-yl)-2-carboxymethoxyiminoacetamido]-3-vinylt...